Dataset: the Open Reaction Database (ORD), a public repository of structured organic reaction records. Task: describe an organic reaction: reactants, conditions, products, and yield Reactants: BrC=1C=C(C(=O)OC)C=CC1I (methyl 3-bromo-4-iodobenzoate), C(=O)([O-])[O-].[K+].[K+] (K2CO3), CC1(COB(OC1)C1=CC=NN1C)C (5-(5,5-dimethyl-1,3,2-dioxaborinan-2-yl)-1-methyl-1H-pyrazole). The reagents and catalysts are C=1C=CC(=CC1)[P](C=2C=CC=CC2)(C=3C=CC=CC3)[Pd]([P](C=4C=CC=CC4)(C=5C=CC=CC5)C=6C=CC=CC6)([P](C=7C=CC=CC7)(C=8C=CC=CC8)C=9C=CC=CC9)[P](C=1C=CC=CC1)(C=1C=CC=CC1)C=1C=CC=CC1 (tetrakistriphenylphosphine Pd(0)). Solvent: O1CCOCC1.O (dioxane H2O). Conditions: temperature 80 celsius. The product is BrC=1C=C(C(=O)OC)C=CC1C1=CC=NN1C (methyl 3-bromo-4-(1-methyl-1H-pyrazol-5-yl)benzoate). As a reaction SMILES: [Br:1][C:2]1[CH:3]=[C:4]([CH:9]=[CH:10][C:11]=1I)[C:5]([O:7][CH3:8])=[O:6].C([O-])([O-])=O.[K+].[K+].CC1(C)COB([C:26]2[N:30]([CH3:31])[N:29]=[CH:28][CH:27]=2)OC1>O1CCOCC1.O.C1C=CC([P]([Pd]([P](C2C=CC=CC=2)(C2C=CC=CC=2)C2C=CC=CC=2)([P](C2C=CC=CC=2)(C2C=CC=CC=2)C2C=CC=CC=2)[P](C2C=CC=CC=2)(C2C=CC=CC=2)C2C=CC=CC=2)(C2C=CC=CC=2)C2C=CC=CC=2)=CC=1>[Br:1][C:2]1[CH:3]=[C:4]([CH:9]=[CH:10][C:11]=1[C:26]1[N:30]([CH3:31])[N:29]=[CH:28][CH:27]=1)[C:5]([O:7][CH3:8])=[O:6] |f:1.2.3,5.6,^1:43,45,64,83|. Procedure details: To a solution of methyl 3-bromo-4-iodobenzoate (409 mg, 1.2 mmol) in dioxane/H2O (4:1, 10 mL) was added K2CO3 (497 mg, 3.6 mmol), tetrakistriphenylphosphine Pd(0) (69 mg, 0.06 mmol) and 5-(5,5-dimethyl-1,3,2-dioxaborinan-2-yl)-1-methyl-1H-pyrazole (349 mg, 3.6 mmol). The reaction mixture was heated to 80° C. in a sealed tube for 12 h and was then partitioned between 6N NaOH and DCM. The pH of the aqueous phase was adjusted to ˜3 with 3M HCl and washed several times with DCM. The combined organic... Procedure details: A reaction flask, containing 7.2 g (0.0307 molecule) of 4-fluoro-5-sulphamylanthranilic acid (6) in 125 ml of methanol and 10 ml of concentrated sulphuric acid, was attached to a Soxhlet apparatus, containing molecular sieves 4A, immersed in methanol (25 ml). After 48 hours' reflux, the solution was poured into cold water (500 ml), containing 25 g of potassium carbonate. The solid, which separated out, was recovered on a filter and dried in vacuo at 80°; yield: 5.6 g (73.7%); m.p.: 209°-211°. RXN SMILES: [F:1][C:2]1[CH:3]=[C:4]([NH2:15])[C:5](=[CH:9][C:10]=1[S:11](=[O:14])(=[O:13])[NH2:12])[C:6]([OH:8])=[O:7].O.[C:17](=O)([O-])[O-].[K+].[K+]>CO.S(=O)(=O)(O)O>[NH2:15][C:4]1[CH:3]=[C:2]([F:1])[C:10]([S:11](=[O:13])(=[O:14])[NH2:12])=[CH:9][C:5]=1[C:6]([O:8][CH3:17])=[O:7] |f:2.3.4|. The product is NC1=C(C(=O)OC)C=C(C(=C1)F)S(N)(=O)=O (Methyl 2-amino-4-fluoro-5-sulphamylbenzoate). Run in CO (methanol), S(O)(O)(=O)=O (sulphuric acid), CO (methanol). Starting materials: FC=1C=C(C(C(=O)O)=CC1S(N)(=O)=O)N (4-fluoro-5-sulphamylanthranilic acid), C([O-])([O-])=O.[K+].[K+] (potassium carbonate), 4A, O (water). Starting materials: BrCc1ccccc1-c1cc(-c2ccccc2)on1, CC(=O)O, CC(=O)[O-], [K+]. Yields the product CC(=O)OCc1ccccc1-c1cc(-c2ccccc2)on1. Reaction SMILES: [Br:6][CH2:7][c:8]1[c:9](-[c:14]2[n:15][o:16][c:17](-[c:19]3[cH:20][cH:21][cH:22][cH:23][cH:24]3)[cH:18]2)[cH:10][cH:11][cH:12][cH:13]1.[CH3:25][C:26](=[O:27])[OH:28].[CH3:2][C:3]([O-:4])=[O:5].[K+:1]>>[CH3:2][C:3]([O:4][CH2:7][c:8]1[c:9](-[c:14]2[n:15][o:16][c:17](-[c:19]3[cH:20][cH:21][cH:22][cH:23][cH:24]3)[cH:18]2)[cH:10][cH:11][cH:12][cH:13]1)=[O:5].